Dataset: the Open Reaction Database (ORD), a public repository of structured organic reaction records. Task: describe an organic reaction: reactants, conditions, products, and yield Starting materials: [C-]#N, O=Cc1ccc2c(c1)OCO2, [Na+], [C-]#[N+]CS(=O)(=O)c1ccc(C)cc1. Product: Cc1ccc(S(=O)(=O)C2N=COC2c2ccc3c(c2)OCO3)cc1. RXN SMILES: [C-:25]#[N:26].[CH:14](=[O:15])[c:16]1[cH:17][cH:18][c:19]2[c:23]([cH:24]1)[O:22][CH2:21][O:20]2.[Na+:27].[S:1](=[O:2])(=[O:3])([c:4]1[cH:5][cH:6][c:7]([CH3:8])[cH:9][cH:10]1)[CH2:11][N+:12]#[C-:13]>>[S:1](=[O:2])(=[O:3])([c:4]1[cH:5][cH:6][c:7]([CH3:8])[cH:9][cH:10]1)[CH:11]1[N:12]=[CH:13][O:15][CH:14]1[c:16]1[cH:17][cH:18][c:19]2[c:23]([cH:24]1)[O:22][CH2:21][O:20]2.